From a dataset of the Open Reaction Database (ORD), a public repository of structured organic reaction records. describe an organic reaction: reactants, conditions, products, and yield Starting materials: CI, CS(C)=O, [Cl-], CCOC(=O)CCc1c[nH]c2c(-c3noc(-c4cnc(OC(C)C)c(Cl)c4)n3)c(F)ccc12, [K+], [NH4+], [OH-]. The product is CCOC(=O)CCc1cn(C)c2c(-c3noc(-c4cnc(OC(C)C)c(Cl)c4)n3)c(F)ccc12. As a reaction SMILES: [CH3:36][I:37].[CH3:40][S:41](=[O:42])[CH3:43].[Cl-:38].[Cl:1][c:2]1[cH:3][c:4](-[c:12]2[n:13][c:14](-[c:17]3[c:18]([F:33])[cH:19][cH:20][c:21]4[c:22]([CH2:26][CH2:27][C:28](=[O:29])[O:30][CH2:31][CH3:32])[cH:23][nH:24][c:25]34)[n:15][o:16]2)[cH:5][n:6][c:7]1[O:8][CH:9]([CH3:10])[CH3:11].[K+:35].[NH4+:39].[OH-:34]>>[Cl:1][c:2]1[cH:3][c:4](-[c:12]2[n:13][c:14](-[c:17]3[c:18]([F:33])[cH:19][cH:20][c:21]4[c:22]([CH2:26][CH2:27][C:28](=[O:29])[O:30][CH2:31][CH3:32])[cH:23][n:24]([CH3:36])[c:25]34)[n:15][o:16]2)[cH:5][n:6][c:7]1[O:8][CH:9]([CH3:10])[CH3:11].